From a dataset of the Open Reaction Database (ORD), a public repository of structured organic reaction records. describe an organic reaction: reactants, conditions, products, and yield As a reaction SMILES: [C@H:1]12[CH2:6][C@H:5]1[CH2:4][NH:3][C@@H:2]2[CH2:7][NH:8][C:9]([C:11]1[N:18]2[C:14]([S:15][CH:16]=[CH:17]2)=[N:13][C:12]=1[CH3:19])=[O:10].[Cl:20][C:21]1[CH:22]=[CH:23][C:24]2[N:25]([C:27]([C:36](O)=[O:37])=[C:28]([C:30]3[CH:35]=[CH:34][CH:33]=[CH:32][CH:31]=3)[N:29]=2)[CH:26]=1>>[Cl:20][C:21]1[CH:22]=[CH:23][C:24]2[N:25]([C:27]([C:36]([N:3]3[CH2:4][C@H:5]4[C@H:1]([CH2:6]4)[C@H:2]3[CH2:7][NH:8][C:9]([C:11]3[N:18]4[C:14]([S:15][CH:16]=[CH:17]4)=[N:13][C:12]=3[CH3:19])=[O:10])=[O:37])=[C:28]([C:30]3[CH:35]=[CH:34][CH:33]=[CH:32][CH:31]=3)[N:29]=2)[CH:26]=1. Procedure details: prepared by reaction of 6-Methyl-imidazo[2,1-b]thiazole-5-carboxylic acid[(1S,2S,5R)-1-(3-aza-bicyclo[3.1.0]hex-2-yl)methyl]-amide with 6-Chloro-2-phenyl-imidazo[1,2-a]pyridine-3-carboxylic acid. Starting materials: [C@H]12[C@H](NC[C@@H]2C1)CNC(=O)C1=C(N=C2SC=CN21)C (6-Methyl-imidazo[2,1-b]thiazole-5-carboxylic acid[(1S,2S,5R)-1-(3-aza-bicyclo[3.1.0]hex-2-yl)methyl]-amide), ClC=1C=CC=2N(C1)C(=C(N2)C2=CC=CC=C2)C(=O)O (6-Chloro-2-phenyl-imidazo[1,2-a]pyridine-3-carboxylic acid). Product: ClC=1C=CC=2N(C1)C(=C(N2)C2=CC=CC=C2)C(=O)N2[C@@H]([C@H]1C[C@H]1C2)CNC(=O)C2=C(N=C1SC=CN12)C (6-Methyl-imidazo[2,1-b]thiazole-5-carboxylic acid[(1S,2S,5R)-3-(6-chloro-2-phenyl-imidazo[1,2-a]pyridine-3-carbonyl)-3-aza-bicyclo[3.1.0]hex-2-ylmethyl]-amide). Reactants: C(C)(=O)Cl (acetyl chloride), CN(C(=O)OC(C)(C)C)C1CC(C(C1)C1=CC=CC=C1)CN1CCC(CC1)N(CCC)C(=O)NCC1=CC=CC=C1 (1-(RS)-(N-(methyl)-N-(t-butoxycarbonyl)amino)-3-(SR)-((4-(N-(benzylaminocarbonyl)-N-(propyl)amino)piperidin-1-yl)methyl)-4-(SR)-phenylcyclopentane). Run in CO (methanol), CO (methanol). Reaction conditions: time 15 minute. Yields the product Cl (hydrogen chloride), Cl.CNC1CC(C(C1)C1=CC=CC=C1)CN1CCC(CC1)N(CCC)C(=O)OCC1=CC=CC=C1 (1-(RS)-(Methylamino)-3-(SR)-((4-(N-(benzyloxycarbonyl)-N-(propyl)amino)piperidin-1-yl)methyl)-4-(SR)-phenylcyclopentane hydrochloride), hydrochloride salt. The yield is 2000.0%. As a reaction SMILES: [C:1]([Cl:4])(=[O:3])[CH3:2].[CH3:5][N:6]([CH:14]1[CH2:18][CH:17]([C:19]2[CH:24]=[CH:23][CH:22]=[CH:21][CH:20]=2)[CH:16]([CH2:25][N:26]2[CH2:31][CH2:30][CH:29]([N:32]([C:36](NCC3C=CC=CC=3)=[O:37])[CH2:33][CH2:34][CH3:35])[CH2:28][CH2:27]2)[CH2:15]1)C(OC(C)(C)C)=O>CO>[ClH:4].[ClH:4].[CH3:5][NH:6][CH:14]1[CH2:18][CH:17]([C:19]2[CH:24]=[CH:23][CH:22]=[CH:21][CH:20]=2)[CH:16]([CH2:25][N:26]2[CH2:27][CH2:28][CH:29]([N:32]([C:36]([O:3][CH2:1][C:2]3[CH:17]=[CH:18][CH:14]=[CH:15][CH:16]=3)=[O:37])[CH2:33][CH2:34][CH3:35])[CH2:30][CH2:31]2)[CH2:15]1 |f:4.5|. Reported procedure: A solution of hydrogen chloride (2.3 mmol) in methanol was prepared by addition of acetyl chloride (0.165 mL, 2.3 mmol) to methanol (10 mL) and aging for 15 min. To this was added 1-(RS)-(N-(methyl)-N-(t-butoxycarbonyl)amino)-3-(SR)-((4-(N-(benzylaminocarbonyl)-N-(propyl)amino)piperidin-1-yl)methyl)-4-(SR)-phenylcyclopentane from Example 15 (135 mg, 0.23 mmol). After 16 h, the volatiles were removed in vacuo to dryness to give the title compound hydrochloride salt. The reactants are C(C(C)C)(=O)O (isobutyric acid), C(CCO)O (1,3-propanediol), O.C1(=CC=C(C=C1)S(=O)(=O)O)C (p-toluenesulfonic acid monohydrate). Solvent: C1=CC=CC=C1 (benzene). Product: CC(C(=O)OCCCOC(C(C)C)=O)C (1,3-Bis(2-methylpropanoyloxy)-propane). Isolated yield 93.6%. As a reaction SMILES: [C:1]([OH:6])(=[O:5])[CH:2]([CH3:4])[CH3:3].[CH2:7](O)[CH2:8][CH2:9][OH:10].[OH2:12].[C:13]1([CH3:23])[CH:18]=CC(S(O)(=O)=O)=C[CH:14]=1>C1C=CC=CC=1>[CH3:3][CH:2]([CH3:4])[C:1]([O:6][CH2:7][CH2:8][CH2:9][O:10][C:18](=[O:12])[CH:13]([CH3:14])[CH3:23])=[O:5] |f:2.3|. Procedure: Upon starting with a mixture of 24.4 ml (23.3 g, 0.263 mole) of isobutyric acid, 9 ml (9.5 g, 0.125 mole) of 1,3-propanediol (VIII) and 2.38 g (0.0125 mole) of p-toluenesulfonic acid monohydrate in 100 ml of benzene and proceeding according to step a) of Example 25, the desired product is obtained in crude form in a yield of 93.6%. After distillation under reduced pressure the pure desired product is obtained in a yield of 87.3%. B.p.: 92°-94° C./200 Pa.